From a dataset of the Open Reaction Database (ORD), a public repository of structured organic reaction records. describe an organic reaction: reactants, conditions, products, and yield Starting materials: C1(=CC=CC=C1)P(C1=CC=CC=C1)C1=CC=CC=C1 (triphenylphosphine), N(=NC(=O)OCC)C(=O)OCC (diethyl azodicarboxylate), OC1=CC=C(C(=O)OCC)C=C1 (ethyl 4-hydroxybenzoate), C(CCC)C1=CC=C(CO)C=C1 (4-butylbenzyl alcohol). The solvent is C1CCOC1 (THF). Reaction conditions: time 20 minute. The product is C(CCC)C1=CC=C(COC2=CC=C(C(=O)OC)C=C2)C=C1 (methyl 4-((4-butylbenzyl)oxy)benzoate). As a reaction SMILES: C1(P(C2C=CC=CC=2)C2C=CC=CC=2)C=CC=CC=1.N(C(OCC)=O)=NC(OCC)=O.[OH:32][C:33]1[CH:43]=[CH:42][C:36]([C:37]([O:39][CH2:40]C)=[O:38])=[CH:35][CH:34]=1.[CH2:44]([C:48]1[CH:55]=[CH:54][C:51]([CH2:52]O)=[CH:50][CH:49]=1)[CH2:45][CH2:46][CH3:47]>C1COCC1>[CH2:44]([C:48]1[CH:49]=[CH:50][C:51]([CH2:52][O:32][C:33]2[CH:43]=[CH:42][C:36]([C:37]([O:39][CH3:40])=[O:38])=[CH:35][CH:34]=2)=[CH:54][CH:55]=1)[CH2:45][CH2:46][CH3:47]. Procedure: A solution of triphenylphosphine (656 mg, 2.50 mmol) in THF (12 mL) at 0° C. was treated with diethyl azodicarboxylate (442 mg, 2.54 mmol), stirred for 20 minutes, treated with ethyl 4-hydroxybenzoate (350 mg, 2.30 mmol) and 4-butylbenzyl alcohol (414 mg, 2.52 mmol), warmed to room temperature, stirred for 16 hours, and concentrated. The concentrate was purified by flash column chromatography on silica gel with 30% ethyl acetate/hexanes to provide the desired product. Reactants: O=C1C2N(C=3C=CC(=CC3N1)C(=O)OC)CCCC2 (Methyl 6,6a,7,8,9,10-hexahydro-6-oxo-5H-pyrido[1,2-a]quinoxaline-3-carboxylate), O (Water), [Li+].[OH-] (LiOH), C1CCOC1 (THF). Run in CO (MeOH). Procedure details: Methyl 6,6a,7,8,9,10-hexahydro-6-oxo-5H-pyrido[1,2-a]quinoxaline-3-carboxylate (0.762 g, 0.29 mmole) and LiOH (0.25 g) were suspended in MeOH (5 mL), THF (5 ml) and Water (2 mL). The mixture was stirred at room temperature overnight. The reaction was evaporated to near dryness, and 2N HCl was added to adjust the PH about 2. The solid was filtered and dried to provide 6,6a,7,8,9,10-hexahydro-6-oxo-5H-pyrido[1,2-a]quinoxaline-3-carboxylic acid as white solid (0.72 g, 100%). Yields the product O=C1C2N(C=3C=CC(=CC3N1)C(=O)O)CCCC2 (6,6a,7,8,9,10-hexahydro-6-oxo-5H-pyrido[1,2-a]quinoxaline-3-carboxylic acid). Yield: 1008.2%. Reaction SMILES: [O:1]=[C:2]1[NH:11][C:10]2[CH:9]=[C:8]([C:12]([O:14]C)=[O:13])[CH:7]=[CH:6][C:5]=2[N:4]2[CH2:16][CH2:17][CH2:18][CH2:19][CH:3]12.[Li+].[OH-].C1COCC1.O>CO>[O:1]=[C:2]1[NH:11][C:10]2[CH:9]=[C:8]([C:12]([OH:14])=[O:13])[CH:7]=[CH:6][C:5]=2[N:4]2[CH2:16][CH2:17][CH2:18][CH2:19][CH:3]12 |f:1.2|. Conditions: time 8 hour. Starting materials: COC(=O)c1ccccc1SCCc1cccc(OC(C)(C)C)c1, ClCCl, O=C(O)C(F)(F)F. Yields the product COC(=O)c1ccccc1SCCc1cccc(O)c1. RXN SMILES: [C:1]([CH3:2])([CH3:3])([CH3:4])[O:5][c:6]1[cH:7][c:8]([CH2:12][CH2:13][S:14][c:15]2[c:16]([C:17](=[O:18])[O:19][CH3:20])[cH:21][cH:22][cH:23][cH:24]2)[cH:9][cH:10][cH:11]1.[Cl:32][CH2:33][Cl:34].[OH:25][C:26]([C:27]([F:28])([F:29])[F:30])=[O:31]>>[OH:5][c:6]1[cH:7][c:8]([CH2:12][CH2:13][S:14][c:15]2[c:16]([C:17](=[O:18])[O:19][CH3:20])[cH:21][cH:22][cH:23][cH:24]2)[cH:9][cH:10][cH:11]1. Starting materials: C1(=CC=C(C=C1)C(=O)N1CCC(CC1)C1=NC2=C(N1)C=CC(=C2)OC)C2=CC=CC=C2 (biphenyl-4-yl[4-(5-methoxy-1H-benzimidazol-2-yl)piperidin-1-yl]methanone). Run in C(Cl)Cl (DCM), C(Cl)Cl (DCM). The product is C1(=CC=C(C=C1)C(=O)N1CCC(CC1)C1=NC2=C(N1)C=CC(=C2)O)C2=CC=CC=C2 (biphenyl-4-yl[4-(5-hydroxy-1H-benzimidazol-2-yl)piperidin-1-yl]methanone). Isolated yield 15.6%. As a reaction SMILES: [C:1]1([C:26]2[CH:31]=[CH:30][CH:29]=[CH:28][CH:27]=2)[CH:6]=[CH:5][C:4]([C:7]([N:9]2[CH2:14][CH2:13][CH:12]([C:15]3[NH:19][C:18]4[CH:20]=[CH:21][C:22]([O:24]C)=[CH:23][C:17]=4[N:16]=3)[CH2:11][CH2:10]2)=[O:8])=[CH:3][CH:2]=1>C(Cl)Cl>[C:1]1([C:26]2[CH:31]=[CH:30][CH:29]=[CH:28][CH:27]=2)[CH:2]=[CH:3][C:4]([C:7]([N:9]2[CH2:14][CH2:13][CH:12]([C:15]3[NH:19][C:18]4[CH:20]=[CH:21][C:22]([OH:24])=[CH:23][C:17]=4[N:16]=3)[CH2:11][CH2:10]2)=[O:8])=[CH:5][CH:6]=1. Procedure details: To a stirred solution of biphenyl-4-yl[4-(5-methoxy-1H-benzimidazol-2-yl)piperidin-1-yl]methanone (40 mg, 0.097 mmol) in DCM (1 mL) at −60° C. is added BBr (14 μL). After 30 mins the reaction mixture is warmed to room temperature, diluted with DCM and washed with water. The organic layer is concentrated under reduced pressure. Purification by preparative HPLC gives 6 mg of biphenyl-4-yl[4-(5-hydroxy-1H-benzimidazol-2-yl)piperidin-1-yl]methanone. Reactants: ClC=1N=C(C2=C(N1)SC(=N2)C2=CC=CC=C2)Cl (5,7-dichloro-2-phenylthiazolo[5,4-d]pyrimidine), N1CCOCC1 (morpholine). Procedure: 5,7-Dichloro-2-phenylthiazolo[5,4-d]pyrimidine 65 was suspended in methanol and treated with morpholine. The reaction mixture was stirred at room temperature for 4 h. Solid was filtered to yield pure 4-(5-chloro-2-phenylthiazolo[5,4-d]pyrimidin-7-yl)morpholine 66 as a beige solid. Conditions: time 4 hour. As a reaction SMILES: [Cl:1][C:2]1[N:3]=[C:4](Cl)[C:5]2[N:10]=[C:9]([C:11]3[CH:16]=[CH:15][CH:14]=[CH:13][CH:12]=3)[S:8][C:6]=2[N:7]=1.[NH:18]1[CH2:23][CH2:22][O:21][CH2:20][CH2:19]1>CO>[Cl:1][C:2]1[N:3]=[C:4]([N:18]2[CH2:23][CH2:22][O:21][CH2:20][CH2:19]2)[C:5]2[N:10]=[C:9]([C:11]3[CH:16]=[CH:15][CH:14]=[CH:13][CH:12]=3)[S:8][C:6]=2[N:7]=1. Product: ClC=1N=C(C2=C(N1)SC(=N2)C2=CC=CC=C2)N2CCOCC2 (4-(5-chloro-2-phenylthiazolo[5,4-d]pyrimidin-7-yl)morpholine). The solvent is CO (methanol). The reactants are Cl (hydrochloric acid), C1(=CC=CC2=CC=CC=C12)[C@@H](C)NCC1CN(CCC1C1=CC=CC=C1)C(=O)OC1=CC=C(C=C1)C(=O)OC (4-(methoxycarbonyl)phenyl 3-({[(1R)-1-(1-naphthyl)ethyl]amino}methyl)-4-phenylpiperidine-1-carboxylate), C1CCOC1 (THF), [OH-].[Na+] (sodium hydroxide). Procedure details: To 232 mg of 4-(methoxycarbonyl)phenyl 3-({[(1R)-1-(1-naphthyl)ethyl]amino}methyl)-4-phenylpiperidine-1-carboxylate were added 6.0 mL of THF, 3.0 mL of methanol, and 3.0 mL of a 1 M aqueous sodium hydroxide solution, followed by stirring at room temperature overnight. After neutralizing by addition of 3.0 mL of 1 M hydrochloric acid, the reaction mixture was concentrated under reduced pressure. To the residue was added water, followed by extraction with chloroform, and the organic layer was drie... Conditions: time 8 hour. RXN SMILES: [C:1]1([C@H:11]([NH:13][CH2:14][CH:15]2[CH:20]([C:21]3[CH:26]=[CH:25][CH:24]=[CH:23][CH:22]=3)[CH2:19][CH2:18][N:17]([C:27]([O:29][C:30]3[CH:35]=[CH:34][C:33]([C:36]([O:38]C)=[O:37])=[CH:32][CH:31]=3)=[O:28])[CH2:16]2)[CH3:12])[C:10]2[C:5](=[CH:6][CH:7]=[CH:8][CH:9]=2)[CH:4]=[CH:3][CH:2]=1.C1COCC1.[OH-].[Na+].Cl>CO>[C:1]1([C@H:11]([NH:13][CH2:14][CH:15]2[CH:20]([C:21]3[CH:26]=[CH:25][CH:24]=[CH:23][CH:22]=3)[CH2:19][CH2:18][N:17]([C:27]([O:29][C:30]3[CH:31]=[CH:32][C:33]([C:36]([OH:38])=[O:37])=[CH:34][CH:35]=3)=[O:28])[CH2:16]2)[CH3:12])[C:10]2[C:5](=[CH:6][CH:7]=[CH:8][CH:9]=2)[CH:4]=[CH:3][CH:2]=1 |f:2.3|. Product: C1(=CC=CC2=CC=CC=C12)[C@@H](C)NCC1CN(CCC1C1=CC=CC=C1)C(=O)OC1=CC=C(C(=O)O)C=C1 (4-({[3-({[(1R)-1-(1-naphthyl)ethyl]amino}methyl)-4-phenylpiperidin-1-yl]carbonyl}oxy)benzoic acid). Isolated yield 29.2%. Solvent: CO (methanol). The reactants are COc1ccc(-n2nc3ccccc3c2O)cc1, O, O=P(Cl)(Cl)Cl. The product is COc1ccc(-n2nc3ccccc3c2Cl)cc1. Reaction SMILES: [CH3:1][O:2][c:3]1[cH:4][cH:5][c:6](-[n:9]2[n:10][c:11]3[cH:12][cH:13][cH:14][cH:15][c:16]3[c:17]2[OH:18])[cH:7][cH:8]1.[OH2:24].[P:19]([Cl:20])([Cl:21])([Cl:22])=[O:23]>>[CH3:1][O:2][c:3]1[cH:4][cH:5][c:6](-[n:9]2[n:10][c:11]3[cH:12][cH:13][cH:14][cH:15][c:16]3[c:17]2[Cl:21])[cH:7][cH:8]1.